From a dataset of the Open Reaction Database (ORD), a public repository of structured organic reaction records. describe an organic reaction: reactants, conditions, products, and yield Starting materials: CN1[C@@H](C[C@H](C1=O)OC)COC=1C=NC=CC1 (3-((trans-1-Methyl-4-methoxy-5-oxo-2(S)-pyrrolidinyl)methoxy)pyridine), CO (Methanol). The solvent is C1CCOC1 (THF). Yields the product COC1C[C@H](N(C1)C)COC=1C=NC=CC1 (3-((4-methoxy-1-methyl-2-(S)-pyrrolidinyl)methoxy)pyridine). Reaction SMILES: [CH3:1][N:2]1[C:6](=O)[C@H:5]([O:8][CH3:9])[CH2:4][C@H:3]1[CH2:10][O:11][C:12]1[CH:13]=[N:14][CH:15]=[CH:16][CH:17]=1.CO>C1COCC1>[CH3:9][O:8][CH:5]1[CH2:6][N:2]([CH3:1])[C@H:3]([CH2:10][O:11][C:12]2[CH:13]=[N:14][CH:15]=[CH:16][CH:17]=2)[CH2:4]1. Procedure: To the compound from step 47a above, dissolved in 4 mL of THF, was added 3.39 mL of BH3 and the mixture was heated at reflux for 2 hours. Methanol was added to the reaction mixture and evaporated The residue was dissolved in anhydrous ethanol. Cesium fluoride was added, and the resultant solution was stirred under reflux for 16 hr. Evaporation of the solvent provided a white solid which was purified on a silica gel column. MS (DCI/NH3) m/e: 223 (M+H)+. 1H NMR (CDCl3, 300 MHz) δ: 8.34 (m, 1H), 8.... The reactants are O1CCN(CC1)CC1=CC=C(C=C1)C(=O)O (α-morpholinoparatoluic acid), O=S(Cl)Cl (SOCl2). Procedure details: 2.33 g of α-morpholinoparatoluic acid are placed in 30 mL of CH2Cl2 and 3.76 g of SOCl2 are added. The not very homogenous solution is taken to reflux for 48 hours The white precipitate obtained is filtered, washed with CH2Cl2 and dried. 2.65 g of product is obtained (Yield=70%). Isolated yield 105.0%. Run in C(Cl)Cl (CH2Cl2). As a reaction SMILES: [O:1]1[CH2:6][CH2:5][N:4]([CH2:7][C:8]2[CH:13]=[CH:12][C:11]([C:14]([OH:16])=O)=[CH:10][CH:9]=2)[CH2:3][CH2:2]1.O=S(Cl)[Cl:19]>C(Cl)Cl>[O:1]1[CH2:6][CH2:5][N:4]([CH2:7][C:8]2[CH:13]=[CH:12][C:11]([C:14]([Cl:19])=[O:16])=[CH:10][CH:9]=2)[CH2:3][CH2:2]1. The product is O1CCN(CC1)CC1=CC=C(C=C1)C(=O)Cl (α-morpholinoparatoluic Acid Chloride). Starting materials: [C-]#N.[K+] (Potassium cyanide), ClCC1=CC=C(CC=2C(=NC(=NC2C)N)NCCCCC)C=C1 (5-(4-(Chloromethyl)benzyl)-6-methyl-N4-pentylpyrimidine-2,4-diamine). The solvent is CS(=O)C (DMSO), CN(C)C=O (DMF). Reaction conditions: time 18 hour. Yields the product NC1=NC(=C(C(=N1)C)CC1=CC=C(C=C1)CC#N)NCCCCC (2-(4-((2-Amino-4-methyl-6-(pentylamino)pyrimidin-5-yl)methyl)phenyl)acetonitrile). Reaction SMILES: [C-:1]#[N:2].[K+].Cl[CH2:5][C:6]1[CH:26]=[CH:25][C:9]([CH2:10][C:11]2[C:12]([NH:19][CH2:20][CH2:21][CH2:22][CH2:23][CH3:24])=[N:13][C:14]([NH2:18])=[N:15][C:16]=2[CH3:17])=[CH:8][CH:7]=1>CS(C)=O.CN(C=O)C>[NH2:18][C:14]1[N:15]=[C:16]([CH3:17])[C:11]([CH2:10][C:9]2[CH:25]=[CH:26][C:6]([CH2:5][C:1]#[N:2])=[CH:7][CH:8]=2)=[C:12]([NH:19][CH2:20][CH2:21][CH2:22][CH2:23][CH3:24])[N:13]=1 |f:0.1|. Reported procedure: Potassium cyanide (0.75 g) was added to a solution of the crude product from step (vi) in DMSO (10 ml) and DMF (10 ml). The mixture was stirred at rt for 18 h, then partitioned between EtOAc/water. The organics were separated, washed with aq NaHCO3 solution, dried and evaporated under reduced pressure to afford the subtitle compound, 1.2 g. RXN SMILES: [CH2:1]([O:8][C:9]([N:11]1[CH2:15][C@H:14]([CH2:16]OS(C)(=O)=O)[C@@H:13]([OH:22])[CH2:12]1)=[O:10])[C:2]1[CH:7]=[CH:6][CH:5]=[CH:4][CH:3]=1.[N-:23]=[N+:24]=[N-:25].[Na+]>CN(C)C=O>[N:23]([CH2:16][C@@H:14]1[C@@H:13]([OH:22])[CH2:12][N:11]([C:9]([O:8][CH2:1][C:2]2[CH:7]=[CH:6][CH:5]=[CH:4][CH:3]=2)=[O:10])[CH2:15]1)=[N+:24]=[N-:25] |f:1.2|. Starting materials: C(C1=CC=CC=C1)OC(=O)N1C[C@@H]([C@H](C1)COS(=O)(=O)C)O ((3R,4R)-1-Benzyloxycarbonyl-3-hydroxy-4-methanesulfonyloxymethylpyrrolidine), [N-]=[N+]=[N-].[Na+] (sodium azide). The yield is 86.8%. Yields the product N(=[N+]=[N-])C[C@H]1CN(C[C@@H]1O)C(=O)OCC1=CC=CC=C1 ((3R,4R)-3-azidomethyl-1-benzyloxycarbonyl-4-hydroxypyrrolidine). Conditions: temperature 100 celsius, time 1 hour. The solvent is CN(C=O)C (N,N-dimethylformamide). Procedure: (3R,4R)-1-Benzyloxycarbonyl-3-hydroxy-4-methanesulfonyloxymethylpyrrolidine (125 mg) was dissolved in N,N-dimethylformamide (3 mL) and sodium azide (50.0 mg) was added. The mixture was stirred at 100° C. for 1 hour and was then concentrated under reduced pressure. The resulting residue was dissolved in ethyl acetate (5 mL) and the solution was washed with water (2×1 mL), followed by drying over anhydrous sodium sulfate and concentration under reduced pressure. The resulting residue was purified ... The reactants are CC1(C)C(C=C2CCCC2)C1C(=O)O, [Cl-], Cl, OCc1cnc(Oc2ccccc2)s1, c1ccccc1, c1ccncc1. The product is CC1(C)C(C=C2CCCC2)C1C(=O)OCc1cnc(Oc2ccccc2)s1. Reaction SMILES: [CH3:16][C:17]1([CH3:29])[CH:18]([C:26](=[O:27])[OH:28])[CH:19]1[CH:20]=[C:21]1[CH2:22][CH2:23][CH2:24][CH2:25]1.[Cl-:15].[ClH:30].[O:1]([c:2]1[cH:3][cH:4][cH:5][cH:6][cH:7]1)[c:8]1[s:9][c:10]([CH2:13][OH:14])[cH:11][n:12]1.[cH:31]1[cH:32][cH:33][cH:34][cH:35][cH:36]1.[cH:37]1[cH:38][cH:39][n:40][cH:41][cH:42]1>>[O:1]([c:2]1[cH:3][cH:4][cH:5][cH:6][cH:7]1)[c:8]1[s:9][c:10]([CH2:13][O:14][C:26]([CH:18]2[C:17]([CH3:16])([CH3:29])[CH:19]2[CH:20]=[C:21]2[CH2:22][CH2:23][CH2:24][CH2:25]2)=[O:27])[cH:11][n:12]1.